describe an organic reaction: reactants, conditions, products, and yield From a dataset of the Open Reaction Database (ORD), a public repository of structured organic reaction records. Starting materials: CCOc1ccc2c(c1)n(C1CCCCC1)c(=O)n2Cc1ccc(C(=O)NC(C)(C)C)cc1OC, CCC(C)(C)N, CCN(C(C)C)C(C)C, ClCCl. The product is CCOc1ccc2c(c1)n(C1CCCCC1)c(=O)n2Cc1ccc(C(=O)NC(C)(C)CC)cc1OC. RXN SMILES: [C:1]([CH3:2])([CH3:3])([CH3:4])[NH:5][C:6](=[O:7])[c:8]1[cH:9][c:10]([O:34][CH3:35])[c:11]([CH2:12][n:13]2[c:14](=[O:31])[n:15]([CH:25]3[CH2:26][CH2:27][CH2:28][CH2:29][CH2:30]3)[c:16]3[c:17]2[cH:18][cH:19][c:20]([O:22][CH2:23][CH3:24])[cH:21]3)[cH:32][cH:33]1.[C:45]([NH2:46])([CH2:47][CH3:48])([CH3:49])[CH3:50].[CH:36]([N:37]([CH2:38][CH3:39])[CH:40]([CH3:41])[CH3:42])([CH3:43])[CH3:44].[Cl:51][CH2:52][Cl:53]>>[C:1]([CH3:2])([CH2:3][CH3:36])([CH3:4])[NH:5][C:6](=[O:7])[c:8]1[cH:9][c:10]([O:34][CH3:35])[c:11]([CH2:12][n:13]2[c:14](=[O:31])[n:15]([CH:25]3[CH2:26][CH2:27][CH2:28][CH2:29][CH2:30]3)[c:16]3[c:17]2[cH:18][cH:19][c:20]([O:22][CH2:23][CH3:24])[cH:21]3)[cH:32][cH:33]1. The reactants are FC(C=1C=C(C=CC1)NC(=O)N1CCC2=CC(=CC=C12)OC1=NC=NC(=C1)Cl)(F)F (5-(6-chloro-pyrimidin-4-yloxy)-2,3-dihydro-indole-1-carboxylic acid (3-trifluoromethyl-phenyl)-amide), [N-]=[N+]=[N-].[Na+] (NaN3), O (water). The solvent is CN(C)C=O (DMF). Reaction conditions: temperature 70 celsius, time 3 hour. The product is FC(C=1C=C(C=CC1)NC(=O)N1CCC2=CC(=CC=C12)OC1=NC=NC(=C1)N=[N+]=[N-])(F)F (5-(6-Azido-pyrimidin-4-yloxy)-2,3-dihydro-indole-1-carboxylic acid (3-trifluoromethyl-phenyl)-amide). As a reaction SMILES: [F:1][C:2]([F:30])([F:29])[C:3]1[CH:4]=[C:5]([NH:9][C:10]([N:12]2[C:20]3[C:15](=[CH:16][C:17]([O:21][C:22]4[CH:27]=[C:26](Cl)[N:25]=[CH:24][N:23]=4)=[CH:18][CH:19]=3)[CH2:14][CH2:13]2)=[O:11])[CH:6]=[CH:7][CH:8]=1.[N-:31]=[N+:32]=[N-:33].[Na+].O>CN(C=O)C>[F:1][C:2]([F:30])([F:29])[C:3]1[CH:4]=[C:5]([NH:9][C:10]([N:12]2[C:20]3[C:15](=[CH:16][C:17]([O:21][C:22]4[CH:27]=[C:26]([N:31]=[N+:32]=[N-:33])[N:25]=[CH:24][N:23]=4)=[CH:18][CH:19]=3)[CH2:14][CH2:13]2)=[O:11])[CH:6]=[CH:7][CH:8]=1 |f:1.2|. Reported procedure: To a solution of 4.70 g (10.8 mMol) 5-(6-chloro-pyrimidin-4-yloxy)-2,3-dihydro-indole-1-carboxylic acid (3-trifluoromethyl-phenyl)-amide (WO 03/099771; Ex. 163) in 50 ml DMF, 1.4 g (21.6 mMol) NaN3 are added at rt. Then the mixture is stirred for 3 h at 70° C., cooled to rt and pored into water and extracted tree times with EtOAc. The organic layers are washed with water and brine, dried (Na2SO4) and concentrated, yielding the title compound: m.p.: 167-168° C. Starting materials: C(CO)O (ethyleneglycol), C1(=CC=CC=C1)C (toluene), C1(=CC=C(C=C1)S(=O)(=O)O)C (p-toluene sulphonic acid), BrC1=C(SC=C1)C=O (3-bromo-2-formylthiophene). Solvent: ClCCl (dichloromethane). Conditions: time 16 hour. Yields the product BrC1=C(SC=C1)C1OCCO1 (2-(3-bromo-2-thienyl)-1,3-dioxolane). RXN SMILES: [Br:1][C:2]1[CH:6]=[CH:5][S:4][C:3]=1[CH:7]=[O:8].[CH2:9](O)[CH2:10][OH:11].C1(C)C=CC=CC=1.C1(C)C=CC(S(O)(=O)=O)=CC=1>ClCCl>[Br:1][C:2]1[CH:6]=[CH:5][S:4][C:3]=1[CH:7]1[O:11][CH2:10][CH2:9][O:8]1. Procedure: 3-bromo-2-formylthiophene (3.89 parts, 0.02M) was heated at reflux with dry ethyleneglycol (1.6 parts) toluene (25 parts) and p-toluene sulphonic acid (0.1 parts) in a vessel equipped with a Dean and Stark separator for 16 hours. The reactants were then cooled and evaporated into silica. The silica was formed into a column which was then developed by elution with hexane containing increasing amounts of dichloromethane. The product was obtained from fractions containing 10-60% dichloromethane as ... The reactants are O1C=C(C=C1)C=CC(=O)O (3-(furan-3-yl)acrylic acid), C(OCC)(=O)Cl (ethyl chlorocarbonate), COC1=C(C=C2C(=C1)C(=NC(=N2)N3CCNCC3)N)OC (2-piperazine-4-amino-6,7-dimethoxyquinazoline). The solvent is C(C)(=O)OCC (ethyl acetate), C(C)N(CC)CC (triethylamine), C(C)N(CC)CC (triethylamine), C(C)(=O)OCC (ethyl acetate). Conditions: time 3 hour. Product: O1C=C(C=C1)C=CC(=O)N1CCN(CC1)C1=NC2=CC(=C(C=C2C(=N1)N)OC)OC (2-{4-[3-(Furan-3-yl)-acryloyl]-piperazin-1-yl}-4-amino-6,7-dimethoxyquinazoline). Yield: 59.0%. RXN SMILES: [O:1]1[CH:5]=[CH:4][C:3]([CH:6]=[CH:7][C:8]([OH:10])=O)=[CH:2]1.C(Cl)(=O)OCC.[CH3:17][O:18][C:19]1[CH:24]=[C:23]2[C:25]([NH2:35])=[N:26][C:27]([N:29]3[CH2:34][CH2:33][NH:32][CH2:31][CH2:30]3)=[N:28][C:22]2=[CH:21][C:20]=1[O:36][CH3:37]>C(N(CC)CC)C.C(OCC)(=O)C>[O:1]1[CH:5]=[CH:4][C:3]([CH:6]=[CH:7][C:8]([N:32]2[CH2:33][CH2:34][N:29]([C:27]3[N:26]=[C:25]([NH2:35])[C:23]4[C:22](=[CH:21][C:20]([O:36][CH3:37])=[C:19]([O:18][CH3:17])[CH:24]=4)[N:28]=3)[CH2:30][CH2:31]2)=[O:10])=[CH:2]1. Procedure details: To a mixture of 276 mg. (2 mM) of 3-(furan-3-yl)acrylic acid, and 242 mg. (2.4 mM) of triethylamine in 10 ml. of ethyl acetate was added dropwise under ice-cooling a solution of 260 mg. (2.4 mM) of ethyl chlorocarbonate in 5 ml. of ethyl acetate. The resulting mixture was stirred for 3 hours and 761 mg. (2 mM) of 2-piperazine-4-amino-6,7-dimethoxyquinazoline and 484 mg. (4.8 mM) of triethylamine were odded thereto. Stirring was continued at room temperature for further one day. The precipitate t... Starting materials: ice, Cl (HCl), 14.7, BrC1=CC2=CC=CC=C2C=C1 (2-bromonaphthalene), C(C)(=O)Cl (acetyl chloride), [Al+3].[Cl-].[Cl-].[Cl-] (AlCl3). The solvent is [N+](=O)([O-])C1=CC=CC=C1 (nitrobenzene), [N+](=O)([O-])C1=CC=CC=C1 (nitrobenzene). Conditions: temperature 25 celsius, time 1 hour. Product: C(C)(=O)C1=CC2=CC=C(C=C2C=C1)Br (2-acetyl-6-bromonaphthalene). The yield is 92.0%. Reaction SMILES: [Br:1][C:2]1[CH:11]=[CH:10][C:9]2[C:4](=[CH:5][CH:6]=[CH:7][CH:8]=2)[CH:3]=1.[C:12](Cl)(=[O:14])[CH3:13].[Al+3].[Cl-].[Cl-].[Cl-].Cl>[N+](C1C=CC=CC=1)([O-])=O>[C:12]([C:7]1[CH:6]=[CH:5][C:4]2[C:9](=[CH:10][CH:11]=[C:2]([Br:1])[CH:3]=2)[CH:8]=1)(=[O:14])[CH3:13] |f:2.3.4.5|. Procedure: A solution of 14.7 (70.9 mmol) of 2-bromonaphthalene and 6.40 g (81.5 mmol) of acetyl chloride in 55 mL of nitrobenzene was added dropwise to a vigorously stirred solution of 10.4 g (78 mmol) of anhydrous AlCl3 in 25 mL of nitrobenzene at 25°-30° C. over a period of 1.3 h. After being stirred for 1 h more at 25° C., the reaction mixture was poured onto 200 g of ice and 30 mL of concentrated HCl. The product was extracted with Et2O (300, 200, and 100 mL). The extracts were washed with brine and s... As a reaction SMILES: I.[NH2:2][C:3]1[C:4]([C:11]([NH:13][C:14](=[NH:17])SC)=[O:12])=[N:5][C:6]([Cl:10])=[C:7]([NH2:9])[N:8]=1.OCCOC1C=CC([CH2:28][CH2:29][CH2:30][CH2:31][NH2:32])=CC=1.CO.C(N(C(C)C)CC)(C)C>C1COCC1>[ClH:10].[CH2:31]([NH:32][C:14]([NH:13][C:11]([C:4]1[C:3]([NH2:2])=[N:8][C:7]([NH2:9])=[C:6]([Cl:10])[N:5]=1)=[O:12])=[NH:17])[CH2:30][CH2:29][CH3:28] |f:0.1,6.7|. Run in C1CCOC1 (THF). Reactants: I.NC=1C(=NC(=C(N1)N)Cl)C(=O)NC(SC)=N (3,5-Diamino-6-chloropyrazinoyl-2-methyl-pseudothiourea hydroiodide), OCCOC1=CC=C(C=C1)CCCCN (4-[4-(2-Hydroxyethyloxy)phenyl]butylamine), CO (methanol), C(C)(C)N(CC)C(C)C (diisopropylethylamine). Product: Cl.C(CCC)NC(=N)NC(=O)C1=NC(=C(N=C1N)N)Cl (butylamidino-3,5-diamino-6-chloropyrazinecarboxamide Hydrochloride). Procedure: 1-(3,5-Diamino-6-chloropyrazinoyl-2-methyl-pseudothiourea hydroiodide (0.32 g, 0.8 mmol) was added to a solution of amine 115 (0.25 g, 1.2 mmol) in a mixture of THF (15 mL), methanol (5 mL) and diisopropylethylamine (1 mL). The reaction mixture was stirred at reflux for 3.5 h and then cooled to room temperature. The formed precipitate was isolated, washed with ethyl acetate (2×5 mL) and treated with 5% HCl (10 mL). The resulting solid was isolated by filtration, washed with water and dried under... Isolated yield 194.0%.